This data is from the Open Reaction Database (ORD), a public repository of structured organic reaction records. The task is: describe an organic reaction: reactants, conditions, products, and yield Starting materials: COC(CCNC(C1=CC=C(C=C1)C(CCCCCC)OC1=CC=C(C=C1)O)=O)=O (3-{4-[1-(4-hydroxy-phenoxy)-heptyl]-benzoylamino}-propionic acid methyl ester), BrCCCCC (1-bromo-pentane). Yields the product C(CCCC)OC1=CC=C(OC(CCCCCC)C2=CC=C(C(=O)NCCC(=O)O)C=C2)C=C1 (Racemic 3-{4-[1-(4-pentyloxy-phenoxy)-heptyl]-benzoylamino}-propionic acid). Reaction SMILES: C[O:2][C:3](=[O:30])[CH2:4][CH2:5][NH:6][C:7](=[O:29])[C:8]1[CH:13]=[CH:12][C:11]([CH:14]([O:21][C:22]2[CH:27]=[CH:26][C:25]([OH:28])=[CH:24][CH:23]=2)[CH2:15][CH2:16][CH2:17][CH2:18][CH2:19][CH3:20])=[CH:10][CH:9]=1.Br[CH2:32][CH2:33][CH2:34][CH2:35][CH3:36]>>[CH2:32]([O:28][C:25]1[CH:24]=[CH:23][C:22]([O:21][CH:14]([C:11]2[CH:12]=[CH:13][C:8]([C:7]([NH:6][CH2:5][CH2:4][C:3]([OH:2])=[O:30])=[O:29])=[CH:9][CH:10]=2)[CH2:15][CH2:16][CH2:17][CH2:18][CH2:19][CH3:20])=[CH:27][CH:26]=1)[CH2:33][CH2:34][CH2:35][CH3:36]. Reported procedure: The title compound is prepared in a manner substantially similar to Example 92 starting from 3-{4-[1-(4-hydroxy-phenoxy)-heptyl]-benzoylamino}-propionic acid methyl ester and 1-bromo-pentane. MS: 468.2 [M−H]−. Reactants: OCCC1C(=C(C(O1)=O)OC)C1=CC=CC=C1 (5-(2-hydroxyethyl)-3-methoxy-4-phenyl-2(5H)-furanone), C(C)(=O)OCC (ethyl acetate), CC(=O)C.OS(=O)(=O)O.O=[Cr](=O)=O (Jones reagent), C(C)(C)O (isopropylalcohol). Run in CC(=O)C (acetone), O (water), CC(=O)C (acetone). Reported procedure: 2N Jones reagent (8 ml) was diluted with acetone (12.5 ml). To this solution was added a solution of 5-(2-hydroxyethyl)-3-methoxy-4-phenyl-2(5H)-furanone (1.25 g) in acetone (12.5 ml) at 0° C. over a period of 50 minutes. The mixture was stirred at ambient temperature for 15 minutes and isopropylalcohol (5 ml) was added thereto. The mixture was poured into a mixture of ethyl acetate and water. The organic layer was separated, washed with water and brine, and dried. Evaporation of the solvent gav... Yields the product COC1=C(C(OC1=O)CC(=O)O)C1=CC=CC=C1 (2-(2,5-dihydro-4-methoxy-5-oxo-3-phenyl-2-furyl)acetic acid). RXN SMILES: CC(C)=[O:3].OS(O)(=O)=O.O=[Cr](=O)=O.[OH:14][CH2:15][CH2:16][CH:17]1[O:21][C:20](=[O:22])[C:19]([O:23][CH3:24])=[C:18]1[C:25]1[CH:30]=[CH:29][CH:28]=[CH:27][CH:26]=1.C(O)(C)C.C(OCC)(=O)C>CC(C)=O.O>[CH3:24][O:23][C:19]1[C:20](=[O:22])[O:21][CH:17]([CH2:16][C:15]([OH:3])=[O:14])[C:18]=1[C:25]1[CH:30]=[CH:29][CH:28]=[CH:27][CH:26]=1 |f:0.1.2|. Conditions: time 15 minute.